describe an organic reaction: reactants, conditions, products, and yield From a dataset of the Open Reaction Database (ORD), a public repository of structured organic reaction records. Reactants: COC1=CC2=C(CC(N(CC2)CCCNCCCNC2=CC(=C(C=C2)OC)OC)=O)C=C1OC (N-[3-(7,8-dimethoxy-1,3,4,5-tetrahydro-2H-3-benzazepin-2-on-3-yl)-propyl]-3-(3,4-dimethoxyphenylamino)-propylamine), C=O (paraformaldehyde), C(#N)[BH3-].[Na+] (sodium cyanoborohydride). Product: COC1=CC2=C(CC(N(CC2)CCCN(CCCNC2=CC(=C(C=C2)OC)OC)C)=O)C=C1OC (N-[3-(7,8-Dimethoxy-1,3,4,5-tetrahydro-2H-3-benzazepin-2-on-3-yl)-propyl]-N-[3-(3,4-dimethoxyphenylamino)-propyl]-methylamine). RXN SMILES: [CH3:1][O:2][C:3]1[C:32]([O:33][CH3:34])=[CH:31][C:6]2[CH2:7][C:8](=[O:30])[N:9]([CH2:12][CH2:13][CH2:14][NH:15][CH2:16][CH2:17][CH2:18][NH:19][C:20]3[CH:25]=[CH:24][C:23]([O:26][CH3:27])=[C:22]([O:28][CH3:29])[CH:21]=3)[CH2:10][CH2:11][C:5]=2[CH:4]=1.C=O.[C:37]([BH3-])#N.[Na+]>>[CH3:1][O:2][C:3]1[C:32]([O:33][CH3:34])=[CH:31][C:6]2[CH2:7][C:8](=[O:30])[N:9]([CH2:12][CH2:13][CH2:14][N:15]([CH3:37])[CH2:16][CH2:17][CH2:18][NH:19][C:20]3[CH:25]=[CH:24][C:23]([O:26][CH3:27])=[C:22]([O:28][CH3:29])[CH:21]=3)[CH2:10][CH2:11][C:5]=2[CH:4]=1 |f:2.3|. Procedure details: The title compound is prepared from N-[3-(7,8-dimethoxy-1,3,4,5-tetrahydro-2H-3-benzazepin-2-on-3-yl)-propyl]-3-(3,4-dimethoxyphenylamino)-propylamine, paraformaldehyde and sodium cyanoborohydride analogously to Example 5. The reactants are COc1cc(OC)c2c(c1Br)CN(C(C)c1ccc(Cl)cc1)C2=O, CCCC[SnH](CCCC)CCCC, [F-], [K+], CC(C)(C#N)N=NC(C)(C)C#N, c1ccccc1. Yields the product COc1cc2c(c(OC)c1)C(=O)N(C(C)c1ccc(Cl)cc1)C2. Reaction SMILES: [Br:1][c:2]1[c:3]2[c:7]([c:8]([O:13][CH3:14])[cH:9][c:10]1[O:11][CH3:12])[C:6](=[O:15])[N:5]([CH:16]([CH3:17])[c:18]1[cH:19][cH:20][c:21]([Cl:24])[cH:22][cH:23]1)[CH2:4]2.[CH2:37]([SnH:38]([CH2:39][CH2:40][CH2:41][CH3:42])[CH2:43][CH2:44][CH2:45][CH3:46])[CH2:47][CH2:48][CH3:49].[F-:50].[K+:51].[N:25]#[C:26][C:27]([N:28]=[N:29][C:30]([C:31]#[N:32])([CH3:33])[CH3:34])([CH3:35])[CH3:36].[cH:52]1[cH:53][cH:54][cH:55][cH:56][cH:57]1>>[cH:2]1[c:3]2[c:7]([c:8]([O:13][CH3:14])[cH:9][c:10]1[O:11][CH3:12])[C:6](=[O:15])[N:5]([CH:16]([CH3:17])[c:18]1[cH:19][cH:20][c:21]([Cl:24])[cH:22][cH:23]1)[CH2:4]2. The product is CC1CCc2c1c(Cl)nc[n+]2[O-]. Starting materials: O=C([O-])[O-], CC1CCc2ncnc(Cl)c21, ClC(Cl)Cl, [Na+], [Na+], [Na+], O=C([O-])O, O, O=C(OO)c1cccc(Cl)c1. As a reaction SMILES: [C:28](=[O:29])([O-:30])[O-:31].[Cl:12][c:13]1[c:14]2[c:15]([n:16][cH:17][n:18]1)[CH2:19][CH2:20][CH:21]2[CH3:22].[Cl:34][CH:35]([Cl:36])[Cl:37].[Na+:27].[Na+:32].[Na+:33].[O-:23][C:24]([OH:25])=[O:26].[OH2:38].[OH:1][O:2][C:3]([c:4]1[cH:5][c:6]([Cl:7])[cH:8][cH:9][cH:10]1)=[O:11]>>[O-:1][n+:16]1[c:15]2[c:14]([c:13]([Cl:12])[n:18][cH:17]1)[CH:21]([CH3:22])[CH2:20][CH2:19]2. Reactants: [Al+3], [Cl-], [Cl-], [Cl-], O=C(Cl)C(=O)Cl, ClCCl, O=C(O)CC(Cc1ccccc1)C(F)(F)F. Yields the product O=C1CC(C(F)(F)F)Cc2ccccc21. As a reaction SMILES: [Al+3:24].[Cl-:23].[Cl-:25].[Cl-:26].[Cl:17][C:18]([C:19]([Cl:20])=[O:21])=[O:22].[Cl:27][CH2:28][Cl:29].[F:1][C:2]([CH:3]([CH2:4][C:5](=[O:6])[OH:7])[CH2:8][c:9]1[cH:10][cH:11][cH:12][cH:13][cH:14]1)([F:15])[F:16]>>[F:1][C:2]([CH:3]1[CH2:4][C:5](=[O:7])[c:14]2[c:9]([cH:10][cH:11][cH:12][cH:13]2)[CH2:8]1)([F:15])[F:16].